Dataset: the Open Reaction Database (ORD), a public repository of structured organic reaction records. Task: describe an organic reaction: reactants, conditions, products, and yield Run in C(Cl)Cl (methylene chloride). The yield is 60.3%. As a reaction SMILES: [Cl-].[Al+3].[Cl-].[Cl-].[CH2:5]([O:7][C:8]([CH:10]1[CH2:12][CH:11]1[C:13](Cl)=[O:14])=[O:9])[CH3:6].[C:16]1([CH2:22][CH2:23][CH2:24][CH2:25][CH2:26][CH2:27][CH2:28][CH3:29])[CH:21]=[CH:20][CH:19]=[CH:18][CH:17]=1.Cl>C(Cl)Cl>[CH2:22]([C:16]1[CH:17]=[CH:18][C:19]([C:13]([CH:11]2[CH2:12][CH:10]2[C:8]([O:7][CH2:5][CH3:6])=[O:9])=[O:14])=[CH:20][CH:21]=1)[CH2:23][CH2:24][CH2:25][CH2:26][CH2:27][CH2:28][CH3:29] |f:0.1.2.3|. The reactants are ice water, [Cl-].[Al+3].[Cl-].[Cl-] (Aluminum chloride), C(C)OC(=O)C1C(C1)C(=O)Cl (2-ethoxycarbonyl-cyclopropane carboxylic acid chloride), C1(=CC=CC=C1)CCCCCCCC (1-phenyloctane), Cl (hydrochloric acid). Procedure details: Aluminum chloride (6.93 g) is added in one portion to a solution of 2-ethoxycarbonyl-cyclopropane carboxylic acid chloride (4.17 g) and 1-phenyloctane (4.49 g) in methylene chloride (100 ml). After the initial exothermic reaction subsides, the mixture is heated under reflux for 16 hours. The mixture is cooled and poured into ice water (500 ml) containing conc. hydrochloric acid (50 ml). The product is extracted with ether (3×200 ml). The extract is dried over MgSO4 and then evaporated under redu... The product is C(CCCCCCC)C1=CC=C(C(=O)C2C(C2)C(=O)OCC)C=C1 (ethyl 2-(4-n-octylbenzoyl)cyclopropane carboxylate). The reactants are C[Al](C)C (Trimethylaluminum), solution, C1(=CC=CC=C1)C (toluene), NC1(C2=CC(=CC=C2OC=2C=NC(=CC21)Cl)Br)COC(C#N)C2CCCCC2 (2-((5-amino-7-bromo-3-chloro-5H-chromeno[2,3-c]pyridin-5-yl)methoxy)-2-cyclohexylacetonitrile), Cl (HCl). The solvent is ClCCCl (DCE), C(Cl)Cl (DCM). Conditions: temperature 0 celsius, time 14 hour. The product is BrC=1C=C2C(=CC1)OC=1C=NC(=CC1C21COC(C(=N1)N)C1CCCCC1)Cl (7-bromo-3-chloro-6′-cyclohexyl-2′,6′-dihydrospiro[chromeno[2,3-c]pyridine-5,3′-[1,4]oxazin]-5′-amine). RXN SMILES: C[Al](C)C.C1(C)C=CC=CC=1.[NH2:12][C:13]1([CH2:29][O:30][CH:31]([CH:34]2[CH2:39][CH2:38][CH2:37][CH2:36][CH2:35]2)[C:32]#[N:33])[C:26]2[CH:25]=[C:24]([Cl:27])[N:23]=[CH:22][C:21]=2[O:20][C:19]2[C:14]1=[CH:15][C:16]([Br:28])=[CH:17][CH:18]=2.Cl>ClCCCl.C(Cl)Cl>[Br:28][C:16]1[CH:15]=[C:14]2[C:13]3([N:12]=[C:32]([NH2:33])[CH:31]([CH:34]4[CH2:39][CH2:38][CH2:37][CH2:36][CH2:35]4)[O:30][CH2:29]3)[C:26]3[CH:25]=[C:24]([Cl:27])[N:23]=[CH:22][C:21]=3[O:20][C:19]2=[CH:18][CH:17]=1. Procedure: Trimethylaluminum, as a 2 M solution in toluene, (0.973 ml, 1.947 mmol) was added dropwise via syringe to a solution of 2-((5-amino-7-bromo-3-chloro-5H-chromeno[2,3-c]pyridin-5-yl)methoxy)-2-cyclohexylacetonitrile (0.563 g, 1.217 mmol) in DCE (12 ml) at RT. After stirring 14 hours, the reaction was cooled to 0° C. and 1 N aq. HCl (12 ml, 12 mmol) was added dropwise via syringe (slowly at first until vigorous reaction subsided) and the mixture was stirred at 0° C. for 10 minutes and then at RT be... Starting materials: C1(C=2C(C(N1CC=1N=C(SC1)N1CC(C1)OS(=O)(=O)C)=O)=CC=CC2)=O (1-(4-phthalimidomethyl-1,3-thiazol-2-yl)-3-methanesulfonyloxyazetidine), C(C)(=S)[O-].[K+] (potassium thioacetate). Run in CN(C=O)C (dimethylformamide). Run at temperature 90 celsius, time 6.5 hour. Product: C(C)(=O)SC1CN(C1)C=1SC=C(N1)CN1C(C=2C(C1=O)=CC=CC2)=O (3-acetylthio-1-(4-phthalimidomethyl-1,3-thiazol-2-yl)azetidine). Isolated yield 86.7%. As a reaction SMILES: [C:1]1(=[O:26])[N:5]([CH2:6][C:7]2[N:8]=[C:9]([N:12]3[CH2:15][CH:14](OS(C)(=O)=O)[CH2:13]3)[S:10][CH:11]=2)[C:4](=[O:21])[C:3]2=[CH:22][CH:23]=[CH:24][CH:25]=[C:2]12.[C:27]([O-:30])(=[S:29])[CH3:28].[K+]>CN(C)C=O>[C:27]([S:29][CH:14]1[CH2:15][N:12]([C:9]2[S:10][CH:11]=[C:7]([CH2:6][N:5]3[C:1](=[O:26])[C:2]4=[CH:25][CH:24]=[CH:23][CH:22]=[C:3]4[C:4]3=[O:21])[N:8]=2)[CH2:13]1)(=[O:30])[CH3:28] |f:1.2|. Procedure details: To a solution of 1-(4-phthalimidomethyl-1,3-thiazol-2-yl)-3-methanesulfonyloxyazetidine (726 mg, 1.85 mmol) (obtained as described in Reference Example 68(3)) in dimethylformamide (22 ml) was added potassium thioacetate (1.26 g, 11.1 mmol) at room temperature, and the mixture was stirred in an oil bath (90° C.) for 6.5 hours. After checking the completion of the reaction, the mixture was partitioned between ethyl acetate and 10% aqueous sodium chloride solution. The organic layer was washed with... Yields the product O([Si](C1=CC=CC=C1)(C1=CC=CC=C1)C(C)(C)C)CC(CCCC(C(CCC1(COS(=O)(=O)C2=CC=C(C)C=C2)OCCO1)O)(OCSC)C)C (11-t-butyldiphenylsiloxy-6,10-dimethyl-2,2-ethylenedioxy-5-hydroxy-6-methylthiomethoxy-1-tosyloxyundecane). Run in CO (methanol). As a reaction SMILES: [O:1]([CH2:19][CH:20]([CH3:51])[CH2:21][CH2:22][CH2:23][C:24]([CH3:50])([O:46][CH2:47][S:48][CH3:49])[C:25](=[O:45])[CH2:26][CH2:27][C:28]1([O:44][CH2:43][CH2:42][O:41]1)[CH2:29][O:30][S:31]([C:34]1[CH:40]=[CH:39][C:37]([CH3:38])=[CH:36][CH:35]=1)(=[O:33])=[O:32])[Si:2]([C:15]([CH3:18])([CH3:17])[CH3:16])([C:9]1[CH:14]=[CH:13][CH:12]=[CH:11][CH:10]=1)[C:3]1[CH:8]=[CH:7][CH:6]=[CH:5][CH:4]=1.[BH4-].[Na+]>CO>[O:1]([CH2:19][CH:20]([CH3:51])[CH2:21][CH2:22][CH2:23][C:24]([CH3:50])([O:46][CH2:47][S:48][CH3:49])[CH:25]([OH:45])[CH2:26][CH2:27][C:28]1([O:44][CH2:43][CH2:42][O:41]1)[CH2:29][O:30][S:31]([C:34]1[CH:35]=[CH:36][C:37]([CH3:38])=[CH:39][CH:40]=1)(=[O:32])=[O:33])[Si:2]([C:15]([CH3:18])([CH3:17])[CH3:16])([C:9]1[CH:10]=[CH:11][CH:12]=[CH:13][CH:14]=1)[C:3]1[CH:8]=[CH:7][CH:6]=[CH:5][CH:4]=1 |f:1.2|. Conditions: time 2 hour. Procedure details: 11-t-Butyldiphenylsiloxy-6,10-dimethyl-2,2-ethylenedioxy-6-methylthiomethoxy-5-oxo-1-tosyloxyundecane (0.493 g) in methanol (30 ml) is cooled to 0° C.; sodium borohydride (0.438 g) is added and the resulting solution is stirred for 2 hours. The solvent is removed in vacuo and the residue is neutralized to pH 7 with aqueous hydrochloric acid and extracted with ether. The ether extract is washed with brine and dried over sodium sulfate. The solvent is removed in vacuo to give 11-t-butyldiphenylsil... The yield is 97.3%. The reactants are O([Si](C1=CC=CC=C1)(C1=CC=CC=C1)C(C)(C)C)CC(CCCC(C(CCC1(COS(=O)(=O)C2=CC=C(C)C=C2)OCCO1)=O)(OCSC)C)C (11-t-Butyldiphenylsiloxy-6,10-dimethyl-2,2-ethylenedioxy-6-methylthiomethoxy-5-oxo-1-tosyloxyundecane), [BH4-].[Na+] (sodium borohydride). Starting materials: [Li+].[OH-] (LiOH), O=C1NC2=C(CCN1C1CCN(CC1)C(=O)O[C@@H](C(=O)N1CCC(CC1)C1CCN(CC1)CC(=O)OCC)CC1=CC(=CC(=C1)C(F)(F)F)C(F)(F)F)C=CC=C2 ((R)-1-(3,5-bis-trifluoromethyl-benzyl)-2-(1′-ethoxycarbonylmethyl-4,4′-bipiperidinyl-1-yl)-2-oxo-ethyl 4-(2-oxo-1,2,4,5-tetrahydro-1,3-benzodiazepin-3-yl)-piperidine-1-carboxylate). Solvent: O (water), C1CCOC1 (THF). Conditions: time 8 hour. Product: O=C1NC2=C(CCN1C1CCN(CC1)C(=O)O[C@@H](C(=O)N1CCC(CC1)C1CCN(CC1)CC(=O)O)CC1=CC(=CC(=C1)C(F)(F)F)C(F)(F)F)C=CC=C2 ((R)-1-(3,5-bis-trifluoromethyl-benzyl)-2-(1′-carboxymethyl-4,4′-bipiperidinyl-1-yl)-2-oxo-ethyl 4-(2-oxo-1,2,4,5-tetrahydro-1,3-benzodiazepin-3-yl)-piperidine-1-carboxylate). As a reaction SMILES: [Li+].[OH-].[O:3]=[C:4]1[N:10]([CH:11]2[CH2:16][CH2:15][N:14]([C:17]([O:19][C@H:20]([CH2:41][C:42]3[CH:47]=[C:46]([C:48]([F:51])([F:50])[F:49])[CH:45]=[C:44]([C:52]([F:55])([F:54])[F:53])[CH:43]=3)[C:21]([N:23]3[CH2:28][CH2:27][CH:26]([CH:29]4[CH2:34][CH2:33][N:32]([CH2:35][C:36]([O:38]CC)=[O:37])[CH2:31][CH2:30]4)[CH2:25][CH2:24]3)=[O:22])=[O:18])[CH2:13][CH2:12]2)[CH2:9][CH2:8][C:7]2[CH:56]=[CH:57][CH:58]=[CH:59][C:6]=2[NH:5]1>O.C1COCC1>[O:3]=[C:4]1[N:10]([CH:11]2[CH2:16][CH2:15][N:14]([C:17]([O:19][C@H:20]([CH2:41][C:42]3[CH:43]=[C:44]([C:52]([F:55])([F:53])[F:54])[CH:45]=[C:46]([C:48]([F:51])([F:50])[F:49])[CH:47]=3)[C:21]([N:23]3[CH2:28][CH2:27][CH:26]([CH:29]4[CH2:30][CH2:31][N:32]([CH2:35][C:36]([OH:38])=[O:37])[CH2:33][CH2:34]4)[CH2:25][CH2:24]3)=[O:22])=[O:18])[CH2:13][CH2:12]2)[CH2:9][CH2:8][C:7]2[CH:56]=[CH:57][CH:58]=[CH:59][C:6]=2[NH:5]1 |f:0.1|. Reported procedure: A solution of 1.5 mg (0.06 mmol) LiOH in 1 mL water was added to a solution of 35 mg (0.04 mmol) of (R)-1-(3,5-bis-trifluoromethyl-benzyl)-2-(1′-ethoxycarbonylmethyl-4,4′-bipiperidinyl-1-yl)-2-oxo-ethyl 4-(2-oxo-1,2,4,5-tetrahydro-1,3-benzodiazepin-3-yl)-piperidine-1-carboxylate (Example 50) in 5 mL THF and the reaction solution was stirred overnight at RT. The mixture was evaporated down in vacuo, the residue was taken up in water, acidified with 1 N HCl, the precipitate was filtered off and dr... Starting materials: FC=1C=C(CN2CC(OCC2)CN)C=CC1 ([4-(3-Fluorobenzyl)morpholin-2-yl]methylamine), CS(=O)(=O)NC1=CC=C(C=C1)CC(=O)O ({4-[(methylsulfonyl)amino]phenyl}acetic acid), ON1N=NC2=C1C=CC=C2 (1-hydroxybenzotriazole), C(C)(C)N(C(C)C)CC (N,N-diisopropylethylamine), Cl.CN(CCCN=C=NCC)C (1-(3-dimethylaminopropyl)-3-ethylcarbodiimide hydrochloride). Run in CN(C=O)C (N,N-dimethylformamide), CN(C=O)C (N,N-dimethylformamide). Run at temperature 20 celsius, time 24 hour. The product is FC=1C=C(CN2CC(OCC2)CNC(CC2=CC=C(C=C2)NS(=O)(=O)C)=O)C=CC1 (N-{[4-(3-fluorobenzyl)morpholin-2-yl]methyl}-2-{4-[(methylsulfonyl)amino]phenyl}acetamide). RXN SMILES: [F:1][C:2]1[CH:3]=[C:4]([CH:14]=[CH:15][CH:16]=1)[CH2:5][N:6]1[CH2:11][CH2:10][O:9][CH:8]([CH2:12][NH2:13])[CH2:7]1.[CH3:17][S:18]([NH:21][C:22]1[CH:27]=[CH:26][C:25]([CH2:28][C:29](O)=[O:30])=[CH:24][CH:23]=1)(=[O:20])=[O:19].ON1C2C=CC=CC=2N=N1.C(N(CC)C(C)C)(C)C.Cl.CN(C)CCCN=C=NCC>CN(C)C=O>[F:1][C:2]1[CH:3]=[C:4]([CH:14]=[CH:15][CH:16]=1)[CH2:5][N:6]1[CH2:11][CH2:10][O:9][CH:8]([CH2:12][NH:13][C:29](=[O:30])[CH2:28][C:25]2[CH:24]=[CH:23][C:22]([NH:21][S:18]([CH3:17])(=[O:19])=[O:20])=[CH:27][CH:26]=2)[CH2:7]1 |f:4.5|. Procedure details: A mixture of Intermediate 29 (0.0134 g), {4-[(methylsulfonyl)amino]phenyl}acetic acid (0.0137 g, known compound WO 9929655 A1), 1-hydroxybenzotriazole (0.0097 g) and N,N-diisopropylethylamine (0.01 ml) in N,N-dimethylformamide (0.5 ml) was treated with a solution of 1-(3-dimethylaminopropyl)-3-ethylcarbodiimide hydrochloride (0.00138 g) in N,N-dimethylformamide (0.5 ml). The mixture was stirred at 20° C. for 24 h. The mixture was partitioned between dichloromethane (4 ml) and saturated aqueous s... Yields the product CC(C)(C)OC(=O)N1CCN(C(C)(C)CO)CC1. As a reaction SMILES: [Al+3:23].[C:1]([CH3:2])([CH3:3])([CH3:4])[O:5][C:6](=[O:7])[N:8]1[CH2:9][CH2:10][N:11]([C:14]([CH3:15])([CH3:16])[C:17](=[O:18])[O:19][CH2:20][CH3:21])[CH2:12][CH2:13]1.[CH2:28]1[O:29][CH2:30][CH2:31][CH2:32]1.[H-:22].[H-:25].[H-:26].[H-:27].[Li+:24]>>[C:1]([CH3:2])([CH3:3])([CH3:4])[O:5][C:6](=[O:7])[N:8]1[CH2:9][CH2:10][N:11]([C:14]([CH3:15])([CH3:16])[CH2:17][OH:18])[CH2:12][CH2:13]1. Starting materials: [Al+3], CCOC(=O)C(C)(C)N1CCN(C(=O)OC(C)(C)C)CC1, C1CCOC1, [H-], [H-], [H-], [H-], [Li+]. The reactants are Nc1cc(Cl)cnc1Br, CC(C)(C)c1cc(S(=O)(=O)Cl)ccc1Cl, c1ccncc1. Yields the product CC(C)(C)c1cc(S(=O)(=O)Nc2cc(Cl)cnc2Br)ccc1Cl. Reaction SMILES: [Br:16][c:17]1[n:18][cH:19][c:20]([Cl:24])[cH:21][c:22]1[NH2:23].[C:1]([CH3:2])([CH3:3])([CH3:4])[c:5]1[cH:6][c:7]([S:12](=[O:13])(=[O:14])[Cl:15])[cH:8][cH:9][c:10]1[Cl:11].[cH:25]1[cH:26][cH:27][n:28][cH:29][cH:30]1>>[C:1]([CH3:2])([CH3:3])([CH3:4])[c:5]1[cH:6][c:7]([S:12](=[O:13])(=[O:14])[NH:23][c:22]2[c:17]([Br:16])[n:18][cH:19][c:20]([Cl:24])[cH:21]2)[cH:8][cH:9][c:10]1[Cl:11].